Task: describe an organic reaction: reactants, conditions, products, and yield. Dataset: the Open Reaction Database (ORD), a public repository of structured organic reaction records The reactants are O1C(OCC1)C1=CC=C(C=C1)C1(CCCCC1)O (1-(4-[1,3]Dioxolan-2-yl-phenyl)cyclohexanol), C1(=CC=C(C=C1)S(=O)(=O)O)C (p-toluenesulfonic acid), C(C)(=O)OCC (ethyl acetate), C(O)([O-])=O.[Na+] (sodium hydrogen carbonate). Run in C1(=CC=CC=C1)C (toluene). Run at temperature 50 celsius, time 2 hour. Product: C1(=CCCCC1)C1=CC=C(C=O)C=C1 (4-Cyclohex-1-enyl-benzaldehyde). The yield is 13.9%. RXN SMILES: [O:1]1CCO[CH:2]1[C:6]1[CH:11]=[CH:10][C:9]([C:12]2(O)[CH2:17][CH2:16][CH2:15][CH2:14][CH2:13]2)=[CH:8][CH:7]=1.C1(C)C=CC(S(O)(=O)=O)=CC=1.C(OCC)(=O)C.C(=O)([O-])O.[Na+]>C1(C)C=CC=CC=1>[C:12]1([C:9]2[CH:8]=[CH:7][C:6]([CH:2]=[O:1])=[CH:11][CH:10]=2)[CH2:17][CH2:16][CH2:15][CH2:14][CH:13]=1 |f:3.4|. Reported procedure: 1-(4-[1,3]Dioxolan-2-yl-phenyl)cyclohexanol (45 g) and p-toluenesulfonic acid (3.4 g) in 300 mL of toluene were refluxed for 3 hours under Dean-Stark conditions. After cooling, ethyl acetate and a saturated sodium hydrogen carbonate solution were added. The organic layer was washed twice with water, dried (magnesium sulphate), filtered and concentrated in vacuo. The residual oil was dissolved in glacial acetic acid (250 mL) and 1 M hydrochloric acid (25 mL) was added and the mixture was stirred ...